Dataset: the Open Reaction Database (ORD), a public repository of structured organic reaction records. Task: describe an organic reaction: reactants, conditions, products, and yield Reactants: Cl (hydrochloric acid), [Al+3].[Cl-].[Cl-].[Cl-] (AlCl3), O1C(=CC=C1)C(=O)OC (methyl furan-2-carboxylate), C(C)(C)(C)Br (tert.-butylbromide). The solvent is C(=S)=S (CS2). Reaction conditions: time 6 hour. Yields the product C(C)(C)(C)C1=CC=C(O1)C(=O)OC (methyl 5-tert.-butyl-furan-2-carboxylate). RXN SMILES: [Al+3].[Cl-].[Cl-].[Cl-].[O:5]1[CH:9]=[CH:8][CH:7]=[C:6]1[C:10]([O:12][CH3:13])=[O:11].[C:14](Br)([CH3:17])([CH3:16])[CH3:15].Cl>C(=S)=S>[C:14]([C:9]1[O:5][C:6]([C:10]([O:12][CH3:13])=[O:11])=[CH:7][CH:8]=1)([CH3:17])([CH3:16])[CH3:15] |f:0.1.2.3|. Reported procedure: AlCl3 (25.4 g, 190 mmol) is added batchwise to methyl furan-2-carboxylate (20.0 g, 159 mmol) and tert.-butylbromide (21.4 mL, 190 mmol) in CS2 (200 mL) while cooling with ice and the mixture is stirred for 6 h at RT. The reaction mixture is poured onto ice water, mixed with conc. hydrochloric acid (25 mL) and stirred for 10 min. Then the aqueous phase is extracted 2× with 200 mL EA. The combined organic phase is dried on Na2SO4, filtered and evaporated down using the rotary evaporator. The methy... Starting materials: CN(C)C=O, ClCCCCCl, [H-], O=C1CCCCN1, [Na+]. The product is O=C1CCCCN1CCCCCl. Reaction SMILES: [CH3:16][N:17]([CH3:18])[CH:19]=[O:20].[Cl:3][CH2:4][CH2:5][CH2:6][CH2:7][Cl:8].[H-:1].[NH:9]1[C:10](=[O:15])[CH2:11][CH2:12][CH2:13][CH2:14]1.[Na+:2]>>[Cl:3][CH2:4][CH2:5][CH2:6][CH2:7][N:9]1[C:10](=[O:15])[CH2:11][CH2:12][CH2:13][CH2:14]1.